From a dataset of the Open Reaction Database (ORD), a public repository of structured organic reaction records. describe an organic reaction: reactants, conditions, products, and yield Reactants: ClC1=CC=C(C=C1)C1N=C(NC1C1=CC=C(C=C1)Cl)C1=C(C=C(C=C1)I)OCC (4,5-Bis-(4-chlorophenyl)-2-(2-ethoxy-4-iodophenyl)-4,5-dihydro-1H-imidazole), C(CCC)[Sn](C(=C)OCC)(CCCC)CCCC (tributyl-(1-ethoxyvinyl)tin), tetrakis(triphenyl-phosphine) palladium(0). Run in C1(=CC=CC=C1)C (toluene). Run at temperature 120 celsius. Yields the product ClC1=CC=C(C=C1)C1N=C(NC1C1=CC=C(C=C1)Cl)C1=C(C=C(C=C1)C(=C)OCC)OCC (4,5-bis-(4-chlorophenyl)-2-[2-ethoxy-4-(1-ethoxyvinyl)phenyl]-4,5-dihydro-1H-imidazole), foam. Yield: 79.0%. Reaction SMILES: [Cl:1][C:2]1[CH:7]=[CH:6][C:5]([CH:8]2[CH:12]([C:13]3[CH:18]=[CH:17][C:16]([Cl:19])=[CH:15][CH:14]=3)[NH:11][C:10]([C:20]3[CH:25]=[CH:24][C:23](I)=[CH:22][C:21]=3[O:27][CH2:28][CH3:29])=[N:9]2)=[CH:4][CH:3]=1.C([Sn](CCCC)(CCCC)[C:35]([O:37][CH2:38][CH3:39])=[CH2:36])CCC>C1(C)C=CC=CC=1>[Cl:1][C:2]1[CH:7]=[CH:6][C:5]([CH:8]2[CH:12]([C:13]3[CH:18]=[CH:17][C:16]([Cl:19])=[CH:15][CH:14]=3)[NH:11][C:10]([C:20]3[CH:25]=[CH:24][C:23]([C:35]([O:37][CH2:38][CH3:39])=[CH2:36])=[CH:22][C:21]=3[O:27][CH2:28][CH3:29])=[N:9]2)=[CH:4][CH:3]=1. Procedure details: 4,5-Bis-(4-chlorophenyl)-2-(2-ethoxy-4-iodophenyl)-4,5-dihydro-1H-imidazole (0.900 g, 1.68 mmol), tributyl-(1-ethoxyvinyl)tin (0.679 mL, 2.01 mmol) and tetrakis(triphenyl-phosphine)-palladium(0) (0.194 g, 0.168 mmol) were combined in toluene (10 mL) in a flame-dried Schlenk tube then heat at 120° C. for 20 h. After evaporation of volatiles, the residue was purified by flash column chromatography (silica gel, eluting with a gradient of 2-5% methanol in chloroform) to give 4,5-bis-(4-chlorophenyl)... The reactants are COC(CN1N=C(N(C1=O)CC1=CC(=CC=C1)F)C1=C(C=C(C=C1)Cl)OC)=O (Methyl[3-(4-chloro-2-methoxyphenyl)-4-(3-fluorobenzyl)-5-oxo-4,5-dihydro-1H-1,2,4-triazol-1-yl]-acetate), solution, [OH-].[Li+] (lithium hydroxide), O (water). The solvent is CO (methanol). Conditions: time 8 hour. Yields the product ClC1=CC(=C(C=C1)C1=NN(C(N1CC1=CC(=CC=C1)F)=O)CC(=O)O)OC ([3-(4-chloro-2-methoxyphenyl)-4-(3-fluorobenzyl)-5-oxo-4,5-dihydro-1H-1,2,4-triazol-1-yl]-acetic acid). RXN SMILES: C[O:2][C:3](=[O:28])[CH2:4][N:5]1[C:9](=[O:10])[N:8]([CH2:11][C:12]2[CH:17]=[CH:16][CH:15]=[C:14]([F:18])[CH:13]=2)[C:7]([C:19]2[CH:24]=[CH:23][C:22]([Cl:25])=[CH:21][C:20]=2[O:26][CH3:27])=[N:6]1.[OH-].[Li+].O>CO>[Cl:25][C:22]1[CH:23]=[CH:24][C:19]([C:7]2[N:8]([CH2:11][C:12]3[CH:17]=[CH:16][CH:15]=[C:14]([F:18])[CH:13]=3)[C:9](=[O:10])[N:5]([CH2:4][C:3]([OH:28])=[O:2])[N:6]=2)=[C:20]([O:26][CH3:27])[CH:21]=1 |f:1.2|. Procedure details: 159 mg (0.39 mmol) of the compound from Example 147A in 4 ml methanol are treated with 1.57 ml of a 1 N solution of lithium hydroxide in water (1.57 mmol) and the resulting mixture is stirred overnight at RT. The methanol is removed on the rotary evaporator, the residue diluted with water and the resulting aqueous phase extracted twice with dichloromethane. These organic phases are discarded. The aqueous phase is then acidified with 1 N hydrochloric acid and extracted three times with dichlorome... The reactants are COC1=C(CN2C(CC2=O)CC(=O)OCC)C=CC(=C1)OC (ethyl [1-(2,4-dimethoxy-benzyl)-4-oxo-2-azetidinyl]-acetate), C(C)O (ethanol), [OH-].[Na+] (sodium hydroxide). The solvent is O (water). Conditions: time 2 hour. Product: COC1=C(CN2C(CC2=O)CC(=O)O)C=CC(=C1)OC ([1-(2,4-dimethoxy-benzyl)-4-oxo-2-azetidinyl]-acetic acid). The yield is 96.7%. Reaction SMILES: [CH3:1][O:2][C:3]1[CH:20]=[C:19]([O:21][CH3:22])[CH:18]=[CH:17][C:4]=1[CH2:5][N:6]1[C:9](=[O:10])[CH2:8][CH:7]1[CH2:11][C:12]([O:14]CC)=[O:13].C(O)C.[OH-].[Na+]>O>[CH3:1][O:2][C:3]1[CH:20]=[C:19]([O:21][CH3:22])[CH:18]=[CH:17][C:4]=1[CH2:5][N:6]1[C:9](=[O:10])[CH2:8][CH:7]1[CH2:11][C:12]([OH:14])=[O:13] |f:2.3|. Procedure details: To a solution of 0.31 g (1 millimole) of ethyl [1-(2,4-dimethoxy-benzyl)-4-oxo-2-azetidinyl]-acetate and 4 ml of ethanol a solution of 0.04 g (1 millimole) of sodium hydroxide and 6 ml of water are added. The reaction mixture is stirred at room temperature for 2 hours. The solution is extracted three times with 3 ml of dichloromethane each. The aqueous layer is acidified with concentrated aqueous hydrochloric acid to pH 2 and extracted three times with 3 ml of dichloromethane each. The united or... Starting materials: [Si](C1=CC=CC=C1)(C1=CC=CC=C1)(C(C)(C)C)OCC1=CC=C(C(=C1N1C[C@H](O[C@H](C1)C)C)F)F ((2R,6S)-4-[6-({[tert-Butyl(diphenyl)silyl]oxy}methyl)-2,3-difluorophenyl]-2,6-dimethylmorpholine), [Si](C1=CC=CC=C1)(C1=CC=CC=C1)(C(C)(C)C)OCC1=CC=C(C(=C1N1C[C@H](O[C@H](C1)C)C)F)F ((2R,6S)-4-[6-({[tert-Butyl(diphenyl)silyl]oxy}methyl)-2,3-difluorophenyl]-2,6-dimethylmorpholine), CON(C(=O)C1=CN=CS1)C (N-methoxy-N-methylthiazole-5-carboxamide). Yields the product [Si](C1=CC=CC=C1)(C1=CC=CC=C1)(C(C)(C)C)OCC=1C(=C(C(=C(C1)C(=O)C1=CN=CS1)F)F)N1C[C@H](O[C@H](C1)C)C ((5-((tert-butyldiphenylsilyloxy)methyl)-4-((2R,6S)-2,6-dimethylmorpholino)-2,3-difluorophenyl)(thiazol-5-yl)methanone). As a reaction SMILES: [Si:1]([O:18][CH2:19][C:20]1[C:25]([N:26]2[CH2:31][C@H:30]([CH3:32])[O:29][C@H:28]([CH3:33])[CH2:27]2)=[C:24]([F:34])[C:23]([F:35])=[CH:22][CH:21]=1)([C:14]([CH3:17])([CH3:16])[CH3:15])([C:8]1[CH:13]=[CH:12][CH:11]=[CH:10][CH:9]=1)[C:2]1[CH:7]=[CH:6][CH:5]=[CH:4][CH:3]=1.CON(C)[C:39]([C:41]1[S:45][CH:44]=[N:43][CH:42]=1)=[O:40]>>[Si:1]([O:18][CH2:19][C:20]1[C:25]([N:26]2[CH2:31][C@H:30]([CH3:32])[O:29][C@H:28]([CH3:33])[CH2:27]2)=[C:24]([F:34])[C:23]([F:35])=[C:22]([C:39]([C:41]2[S:45][CH:44]=[N:43][CH:42]=2)=[O:40])[CH:21]=1)([C:14]([CH3:16])([CH3:17])[CH3:15])([C:2]1[CH:7]=[CH:6][CH:5]=[CH:4][CH:3]=1)[C:8]1[CH:13]=[CH:12][CH:11]=[CH:10][CH:9]=1. Reported procedure: Starting materials: (2R,6S)-4-(6-((tert-butyldiphenylsilyloxy)methyl)-2,3-difluorophenyl)-2,6-dimethylmorpholine (Intermediate 3) and N-methoxy-N-methylthiazole-5-carboxamide. The reactants are CO, O=[N+]([O-])c1ccc2c(c1)NCCC2, NN, NN, O. The product is Nc1ccc2c(c1)NCCC2. RXN SMILES: [CH3:19][OH:20].[N+:1]([O-:2])(=[O:3])[c:4]1[cH:5][cH:6][c:7]2[c:12]([cH:13]1)[NH:11][CH2:10][CH2:9][CH2:8]2.[NH2:15][NH2:16].[NH2:17][NH2:18].[OH2:14]>>[NH2:1][c:4]1[cH:5][cH:6][c:7]2[c:12]([cH:13]1)[NH:11][CH2:10][CH2:9][CH2:8]2. The reactants are O (Water), Cl.BrC=1C(=NN(C1)CCl)C(C)(C)C (4-bromo-3-t-butyl-1-(chloromethyl)-1H-pyrazole hydrochloride), C(C=C)C(C#N)C#N (allyl malononitrile), C([O-])([O-])=O.[K+].[K+] (potassium carbonate). Solvent: CN(C=O)C (N,N-dimethylformamide). Product: C(C=C)C(C#N)(C#N)CN1N=C(C(=C1)Br)C(C)(C)C (allyl [(4-bromo-3-t-butyl-1H-pyrazole-1-yl)methyl]malononitrile). Isolated yield 40.9%. RXN SMILES: Cl.[Br:2][C:3]1[C:4]([C:10]([CH3:13])([CH3:12])[CH3:11])=[N:5][N:6]([CH2:8]Cl)[CH:7]=1.[CH2:14]([CH:17]([C:20]#[N:21])[C:18]#[N:19])[CH:15]=[CH2:16].C(=O)([O-])[O-].[K+].[K+].O>CN(C)C=O>[CH2:14]([C:17]([CH2:8][N:6]1[CH:7]=[C:3]([Br:2])[C:4]([C:10]([CH3:13])([CH3:12])[CH3:11])=[N:5]1)([C:20]#[N:21])[C:18]#[N:19])[CH:15]=[CH2:16] |f:0.1,3.4.5|. Procedure details: 1.84 g of 4-bromo-3-t-butyl-1-(chloromethyl)-1H-pyrazole hydrochloride and 0.77 g of allyl malononitrile were dissolved in 21 ml of N,N-dimethylformamide. 2.02 g of potassium carbonate was added to the solution under ice cooling with stirring, followed by stirring at room temperature for overnight. Water was added to the reaction mixture, and then extracted with MTBE. The organic layer was washed with water, dried over anhydrous magnesium sulfate, filtered, and concentrated under reduced pressur...